From a dataset of the Open Reaction Database (ORD), a public repository of structured organic reaction records. describe an organic reaction: reactants, conditions, products, and yield The reactants are C(C)(=O)N(C1=CC=C(OC)C=C1)CC(=O)O (N-(acetyl)-2-(p-anisidino)acetic acid), COC1=CC=C(C=C1)NCCCC(=O)OC (methyl 4-(p-anisidino)butyrate). Yields the product C(C)(=O)N(C1=CC=C(OC)C=C1)CC(=O)N(C1=CC=C(OC)C=C1)CCCC(=O)OC (methyl N-[N-(acetyl)-2-(p-anisidino)acetyl]-4-(p-anisidino)butyrate). RXN SMILES: [C:1]([N:4]([CH2:13][C:14]([OH:16])=O)[C:5]1[CH:12]=[CH:11][C:8]([O:9][CH3:10])=[CH:7][CH:6]=1)(=[O:3])[CH3:2].[CH3:17][O:18][C:19]1[CH:24]=[CH:23][C:22]([NH:25][CH2:26][CH2:27][CH2:28][C:29]([O:31][CH3:32])=[O:30])=[CH:21][CH:20]=1>>[C:1]([N:4]([CH2:13][C:14]([N:25]([CH2:26][CH2:27][CH2:28][C:29]([O:31][CH3:32])=[O:30])[C:22]1[CH:21]=[CH:20][C:19]([O:18][CH3:17])=[CH:24][CH:23]=1)=[O:16])[C:5]1[CH:6]=[CH:7][C:8]([O:9][CH3:10])=[CH:11][CH:12]=1)(=[O:3])[CH3:2]. Reported procedure: Analogously to Example 1, by using equivalent quantities, reacting N-(acetyl)-2-(p-anisidino)acetic acid and methyl 4-(p-anisidino)butyrate and suitable processing produces methyl N-[N-(acetyl)-2-(p-anisidino)acetyl]-4-(p-anisidino)butyrate (oil), saponification of which and processing of the reaction product yields N-[N-acetyl-2-(p-anisidino)acetyl]-4-(p-anisidino)butyric acid (M.P. 97° to 100°).